This data is from the Open Reaction Database (ORD), a public repository of structured organic reaction records. The task is: describe an organic reaction: reactants, conditions, products, and yield The reactants are ClCCl, CC(C)(C)OC(=O)NC1CCC(c2cccc(F)c2F)Cn2c1nnc2C1(C(F)(F)F)CC1, O=C(O)C(F)(F)F. Yields the product NC1CCC(c2cccc(F)c2F)Cn2c1nnc2C1(C(F)(F)F)CC1. As a reaction SMILES: [Cl:41][CH2:42][Cl:43].[F:8][c:9]1[c:10]([CH:16]2[CH2:17][CH2:18][CH:19]([NH:33][C:34](=[O:35])[O:36][C:37]([CH3:38])([CH3:39])[CH3:40])[c:20]3[n:21]([c:23]([C:26]4([C:29]([F:30])([F:31])[F:32])[CH2:27][CH2:28]4)[n:24][n:25]3)[CH2:22]2)[cH:11][cH:12][cH:13][c:14]1[F:15].[OH:1][C:2]([C:3]([F:4])([F:5])[F:6])=[O:7]>>[F:8][c:9]1[c:10]([CH:16]2[CH2:17][CH2:18][CH:19]([NH2:33])[c:20]3[n:21]([c:23]([C:26]4([C:29]([F:30])([F:31])[F:32])[CH2:27][CH2:28]4)[n:24][n:25]3)[CH2:22]2)[cH:11][cH:12][cH:13][c:14]1[F:15]. Starting materials: CC(C(=O)Cl)C(C#N)(c1ccccc1)c1ccccc1, CCC(C(=O)N(C)C)C(C#N)(c1ccccc1)c1ccccc1, CC(C)NC(C)C, O, Cc1ccccc1. The product is CC(C)N(C(=O)C(C)C(C#N)(c1ccccc1)c1ccccc1)C(C)C. Reaction SMILES: [C:1](#[N:2])[C:3]([CH:4]([C:5](=[O:6])[Cl:7])[CH3:8])([c:9]1[cH:10][cH:11][cH:12][cH:13][cH:14]1)[c:15]1[cH:16][cH:17][cH:18][cH:19][cH:20]1.[C:29]([C:30]([c:31]1[cH:32][cH:33][cH:34][cH:35][cH:36]1)([c:37]1[cH:38][cH:39][cH:40][cH:41][cH:42]1)[CH:43]([CH2:44][CH3:45])[C:46]([N:47]([CH3:48])[CH3:49])=[O:50])#[N:51].[CH:21]([CH3:22])([CH3:23])[NH:24][CH:25]([CH3:26])[CH3:27].[OH2:28].[c:52]1([CH3:53])[cH:54][cH:55][cH:56][cH:57][cH:58]1>>[C:1](#[N:2])[C:3]([CH:4]([C:5](=[O:6])[N:24]([CH:21]([CH3:22])[CH3:23])[CH:25]([CH3:26])[CH3:27])[CH3:8])([c:9]1[cH:10][cH:11][cH:12][cH:13][cH:14]1)[c:15]1[cH:16][cH:17][cH:18][cH:19][cH:20]1. Reactants: [I-].C[N+]1=C(C=CC2=CC=CC=C12)C (1,2-dimethylquinolinium iodide), COC(COC1=CC=C(C=O)C=C1)OC (p-(2,2-dimethoxyethoxy)benzaldehyde), resultant solution, N1CCCCC1 (piperidine). The solvent is CO (methanol). The product is [I-].C[N+]1=C(C=CC2=CC=CC=C12)C=CC1=CC=C(C=C1)OCC(OC)OC (1-methyl-2-[p-(2,2-dimethoxyethoxy)-styryl]quinolinium iodide). Isolated yield 70.2%. As a reaction SMILES: [I-:1].[CH3:2][N+:3]1[C:12]2[C:7](=[CH:8][CH:9]=[CH:10][CH:11]=2)[CH:6]=[CH:5][C:4]=1[CH3:13].[CH3:14][O:15][CH:16]([O:27][CH3:28])[CH2:17][O:18][C:19]1[CH:26]=[CH:25][C:22]([CH:23]=O)=[CH:21][CH:20]=1.N1CCCCC1>CO>[I-:1].[CH3:2][N+:3]1[C:12]2[C:7](=[CH:8][CH:9]=[CH:10][CH:11]=2)[CH:6]=[CH:5][C:4]=1[CH:13]=[CH:23][C:22]1[CH:21]=[CH:20][C:19]([O:18][CH2:17][CH:16]([O:27][CH3:28])[O:15][CH3:14])=[CH:26][CH:25]=1 |f:0.1,5.6|. Procedure: In 20 ml of methanol, 4.28 g of 1,2-dimethylquinolinium iodide and 3.47 g of p-(2,2-dimethoxyethoxy)benzaldehyde were dissolved. The resultant solution, with 0.3 ml of piperidine added thereto, was refluxed for seven hours. The solution was left to cool. The crystals which consequently deposited were collected through filtration and then washed thoroughly with acetone. Consequently, there was obtained 5.03 g of 1-methyl-2-[p-(2,2-dimethoxyethoxy)-styryl]quinolinium iodide which boiled at 209°~21... Reactants: CC1=Cc2cc(Br)ccc2OC1(C)C, CC(C)(C)[O-], COc1ccc(S)cc1, CCO, [Na+]. Product: COc1ccc(Sc2ccc3c(c2)C=C(C)C(C)(C)O3)cc1. RXN SMILES: [Br:1][c:2]1[cH:3][c:4]2[c:5]([cH:13][cH:14]1)[O:6][C:7]([CH3:11])([CH3:12])[C:8]([CH3:10])=[CH:9]2.[CH3:15][C:16]([CH3:17])([O-:18])[CH3:19].[CH3:21][O:22][c:23]1[cH:24][cH:25][c:26]([SH:29])[cH:27][cH:28]1.[CH3:30][CH2:31][OH:32].[Na+:20]>>[c:2]1([S:29][c:26]2[cH:25][cH:24][c:23]([O:22][CH3:21])[cH:28][cH:27]2)[cH:3][c:4]2[c:5]([cH:13][cH:14]1)[O:6][C:7]([CH3:11])([CH3:12])[C:8]([CH3:10])=[CH:9]2. The reactants are CCn1ncc2c1ncc1c(=O)[nH]c3ncnn3c12, Cn1c(=O)c2cnc3[nH]ncc3c2n2ncnc12, CSCCl, CN(C)CCCCl. Product: CSCn1c(=O)c2cnc3[nH]ncc3c2n2ncnc12. Reaction SMILES: [CH2:30]([n:31]1[c:32]2[n:33][cH:34][c:35]3[c:36](=[O:37])[nH:38][c:39]4[n:40]([n:41][cH:42][n:43]4)[c:44]3[c:45]2[cH:46][n:47]1)[CH3:48].[CH3:12][n:13]1[c:14]2[n:15]([c:16]3[c:17]([c:18]1=[O:19])[cH:20][n:21][c:22]1[c:23]3[cH:24][n:25][nH:26]1)[n:27][cH:28][n:29]2.[CH3:1][S:2][CH2:3][Cl:4].[CH3:5][N:6]([CH3:7])[CH2:8][CH2:9][CH2:10][Cl:11]>>[CH3:1][S:2][CH2:3][n:13]1[c:14]2[n:15]([c:16]3[c:17]([c:18]1=[O:19])[cH:20][n:21][c:22]1[c:23]3[cH:24][n:25][nH:26]1)[n:27][cH:28][n:29]2. Starting materials: C(CC(=O)O)(=O)OC (methyl hydrogen malonate), C(CCCCCCCCCCC)(=O)O (lauric acid), methyl magnesium malonate, [O-]CC.[Mg+2].[O-]CC (magnesium ethoxide). Reaction SMILES: [O-]CC.[Mg+2].[O-]CC.[C:8]([O:14][CH3:15])(=[O:13])[CH2:9][C:10](O)=[O:11].[C:16](O)(=O)[CH2:17][CH2:18][CH2:19][CH2:20][CH2:21][CH2:22][CH2:23][CH2:24][CH2:25][CH2:26]C.C([O-])(=O)CC([O-])=O.C[Mg+2]>O1CCOCC1>[O:11]=[C:10]([CH2:26][CH2:25][CH2:24][CH2:23][CH2:22][CH2:21][CH2:20][CH2:19][CH2:18][CH2:17][CH3:16])[CH2:9][C:8]([O:14][CH3:15])=[O:13] |f:0.1.2,5.6|. Isolated yield 63.7%. Reported procedure: To a suspension of magnesium ethoxide (10.82 g, 94.61 mmol) in 1,4-dioxane (100 mL) was added methyl hydrogen malonate (25.0 g, 189 mmol) in 1,4-dioxane (100 mL). The resulting slurry was stirred overnight. The mixture was concentrated in vacuo. In a separate flask, lauric acid (28, 20.85 g, 104.1 mmol) was dissolved in 1,4-dioxane (50 mL) and a solution of CU (16.88 g, 104.1 mmol) in 1,4-dioxane (150 mL) was added at room temperature. The resulting solution was stirred overnight. The mixture wa... Reaction conditions: time 8 hour. Yields the product O=C(CC(=O)OC)CCCCCCCCCCC (METHYL 3-OXOTETRADECANOATE). Run in O1CCOCC1 (1,4-dioxane), O1CCOCC1 (1,4-dioxane), O1CCOCC1 (1,4-dioxane), O1CCOCC1 (1,4-dioxane). Starting materials: [H-].[Na+] (sodium hydride), C(C)I (ethyl iodide), O=C1C2=C(C=CC3=C1C=CC(=C3)C(CO)C)C=CC=C2 (2-(5-oxo-5H-dibenzo[a,d]cyclohepten-2-yl)propan-1-ol), [H][H] (hydrogen). The solvent is CN(C=O)C (dimethylformamide), CCOCC (ether), O (Water). Conditions: temperature 40 celsius. The product is C(C)OCC(C)C1=CC2=C(C(C3=C(C=C2)C=CC=C3)=O)C=C1 (1-ethoxy-2-(5-oxo-5H-dibenzo[a,d]cyclohepten-2-yl)propane). As a reaction SMILES: [H-].[Na+].[O:3]=[C:4]1[C:10]2[CH:11]=[CH:12][C:13]([CH:15]([CH3:18])[CH2:16][OH:17])=[CH:14][C:9]=2[CH:8]=[CH:7][C:6]2[CH:19]=[CH:20][CH:21]=[CH:22][C:5]1=2.[H][H].[CH2:25](I)[CH3:26]>CCOCC.O.CN(C)C=O>[CH2:25]([O:17][CH2:16][CH:15]([C:13]1[CH:12]=[CH:11][C:10]2[C:4](=[O:3])[C:5]3[CH:22]=[CH:21][CH:20]=[CH:19][C:6]=3[CH:7]=[CH:8][C:9]=2[CH:14]=1)[CH3:18])[CH3:26] |f:0.1|. Reported procedure: 0.48 G. of a 50% mineral oil dispersion of sodium hydride is added to a solution of 2.64 g. of 2-(5-oxo-5H-dibenzo[a,d]cyclohepten-2-yl)propan-1-ol in 30 ml. of dimethylformamide. The mixture is warmed to 40° C. and stirred until hydrogen evolution ceases. 3.0 G. of ethyl iodide is added and the mixture heated to 60° C. for 3 hrs. Water and ether are added and the ethereal solution is washed with water, dried and evaporated to yield 1-ethoxy-2-(5-oxo-5H-dibenzo[a,d]cyclohepten-2-yl)propane.